This data is from the Open Reaction Database (ORD), a public repository of structured organic reaction records. The task is: describe an organic reaction: reactants, conditions, products, and yield Starting materials: N1=C(C=CC=C1)C (α-Picoline), S(=O)(Cl)Cl (Thionyl chloride), [N+](=O)([O-])C1=CC=C(COC(C(N2C(C(C2SCC(C2OCCC2)=O)NC(CC2=CC=CC=C2)=O)=O)O)=O)C=C1 (hydroxy-{2-oxo-4-[2-oxo-2-(tetrahydrofuran-2-yl)-ethylsulfanyl]-3-phenylacetylamino-azetidin-1-yl}-acetic acid 4-nitro-benzyl ester), N1=C(C=CC=C1C)C (2,6-lutidine), CP(C)C (trimethylphosphine), O1CCCC1 (tetrahydrofuran), P(Cl)(Cl)(Cl)(Cl)Cl (phosphorus pentachloride). The solvent is ClCCl (dichloromethane), C(C)(C)O (isopropanol), ClCCl (dichloromethane). Conditions: temperature -40 celsius, time 1 hour. Product: [N+](=O)([O-])C1=CC=C(COC(=O)C=2N3C(C(C3SCC2C2OCCC2)N)=O)C=C1 (7-Amino-8-oxo-3-(tetrahydrofuran-2-yl)5-thia-1-aza-bicyclo[4.2.0]oct-2-ene-2-carboxylic acid 4-nitro-benzyl ester). The yield is 170.3%. As a reaction SMILES: S(Cl)(Cl)=O.[N+:5]([C:8]1[CH:43]=[CH:42][C:11]([CH2:12][O:13][C:14](=[O:41])[CH:15](O)[N:16]2[CH:19]([S:20][CH2:21][C:22](=O)[CH:23]3[CH2:27][CH2:26][CH2:25][O:24]3)[CH:18]([NH:29]C(=O)CC3C=CC=CC=3)[C:17]2=[O:39])=[CH:10][CH:9]=1)([O-:7])=[O:6].N1C(C)=CC=CC=1C.CP(C)C.O1CCCC1.P(Cl)(Cl)(Cl)(Cl)Cl.N1C=CC=CC=1C>ClCCl.C(O)(C)C>[N+:5]([C:8]1[CH:43]=[CH:42][C:11]([CH2:12][O:13][C:14]([C:15]2[N:16]3[CH:19]([S:20][CH2:21][C:22]=2[CH:23]2[CH2:27][CH2:26][CH2:25][O:24]2)[CH:18]([NH2:29])[C:17]3=[O:39])=[O:41])=[CH:10][CH:9]=1)([O-:7])=[O:6]. Reported procedure: Thionyl chloride (45 ml, 0.615 mol) was added dropwise to a solution of hydroxy-{2-oxo-4-[2-oxo-2-(tetrahydrofuran-2-yl)-ethylsulfanyl]-3-phenylacetylamino-azetidin-1-yl}-acetic acid 4-nitro-benzyl ester (202 g, 0.362 mol) and 2,6-lutidine (58 ml, 0.500 mol) in dichloromethane (4 liters) at −20° C. After stirring for 1 hour, the solution was washed twice with saturated sodium chloride (1 liter) and concentrated. To the concentrated solution was added trimethylphosphine in tetrahydrofuran solutio... Reactants: N1C(CC2=CC=CN=C12)=O (7-azaoxindole), [H-].[Na+] (sodium hydride), ClC1=NC=NC2=CC(=C(C=C12)OC)OCCN1C=NC=C1 (4-chloro-7-(2-(imidazol-1-yl)ethoxy)-6-methoxyquinazoline). The solvent is CN(C)C=O (DMF), CN(C)C=O (DMF), CN(C)C=O (DMF). Conditions: time 30 minute. The product is N1C(C(C2=CC=CN=C12)C1=NC=NC2=CC(=C(C=C12)OC)OCCN1C=NC=C1)=O (4-(7-azaoxindol-3-yl)-7-(2-(imidazol-1-yl)ethoxy)-6-methoxyquinazoline). Yield: 66.7%. RXN SMILES: [NH:1]1[C:9]2[C:4](=[CH:5][CH:6]=[CH:7][N:8]=2)[CH2:3][C:2]1=[O:10].[H-].[Na+].Cl[C:14]1[C:23]2[C:18](=[CH:19][C:20]([O:26][CH2:27][CH2:28][N:29]3[CH:33]=[CH:32][N:31]=[CH:30]3)=[C:21]([O:24][CH3:25])[CH:22]=2)[N:17]=[CH:16][N:15]=1>CN(C=O)C>[NH:1]1[C:9]2[C:4](=[CH:5][CH:6]=[CH:7][N:8]=2)[CH:3]([C:14]2[C:23]3[C:18](=[CH:19][C:20]([O:26][CH2:27][CH2:28][N:29]4[CH:33]=[CH:32][N:31]=[CH:30]4)=[C:21]([O:24][CH3:25])[CH:22]=3)[N:17]=[CH:16][N:15]=2)[C:2]1=[O:10] |f:1.2|. Procedure: A solution of 7-azaoxindole (165 mg, 1.23 mmol), (prepared as described for the starting material in Example 2), in DMF (3 ml) was added dropwise to a suspension of sodium hydride (50 mg, 1.23 mmol, prewashed with hexane) in DMF (3 ml). After stirring for 30 minutes at ambient temperature, 4-chloro-7-(2-(imidazol-1-yl)ethoxy)-6-methoxyquinazoline (125 mg, 0.41 mmol) in DMF (3 ml) was added. The mixture was heated at 65° C. for 30 minutes. After cooling the mixture was partitioned between saturat... Reactants: OCC=1C=2N(C=CC1)N=C(C2)C(=O)O (4-hydroxymethyl-pyrazolo[1,5-a]pyridine-2-carboxylic acid), C(C)(=O)Cl (Acetyl chloride), C(=O)(O)[O-].[Na+] (NaHCO3). The solvent is C(C)O (ethanol). Run at temperature 50 celsius, time 30 minute. Yields the product C(C)OC(=O)C1=NN2C(C(=CC=C2)CO)=C1 (4-Hydroxymethylpyrazolo[1,5-a]pyridine-2-carboxylic acid ethyl ester). RXN SMILES: [C:1](Cl)(=[O:3])[CH3:2].[OH:5][CH2:6][C:7]1[C:8]2[N:9]([N:13]=[C:14]([C:16](O)=[O:17])[CH:15]=2)[CH:10]=[CH:11][CH:12]=1.C([O-])(O)=O.[Na+]>C(O)C>[CH2:1]([O:3][C:16]([C:14]1[CH:15]=[C:8]2[C:7]([CH2:6][OH:5])=[CH:12][CH:11]=[CH:10][N:9]2[N:13]=1)=[O:17])[CH3:2] |f:2.3|. Procedure details: Acetyl chloride (9.5 mL, 130 mmol) is added to absolute ethanol (200 mL). After 30 min, the solution is poured into the flask containing 4-hydroxymethyl-pyrazolo[1,5-a]pyridine-2-carboxylic acid. The mixture is warmed to 50° C. for 3.5 h. After cooling to rt, the mixture is made basic with dropwise addition of sat. aq. NaHCO3. The volatiles are removed under reduced pressure. The aqueous solution is extracted with EtOAc. The organics are dried over Na2SO4, filtered, and concentrated to afford th... Starting materials: C(C)(=O)Cl (Acetyl chloride), CC(C(=O)O)(CO)C (2,2-dimethyl-3-hydroxypropionic acid), Cl (HCl). Run in N1=CC=CC=C1 (pyridine). Conditions: temperature 0 celsius, time 3 hour. Yields the product CC(C(=O)O)(COC(C)=O)C (2,2-dimethyl-3-acetyloxypropionic acid). Yield: 632.7%. RXN SMILES: [CH3:1][C:2]([CH3:8])([CH2:6][OH:7])[C:3]([OH:5])=[O:4].[C:9](Cl)(=[O:11])[CH3:10].Cl>N1C=CC=CC=1>[CH3:1][C:2]([CH3:8])([CH2:6][O:7][C:9](=[O:11])[CH3:10])[C:3]([OH:5])=[O:4]. Procedure: 2,2-dimethyl-3-hydroxypropionic acid (11.8 g, 100 mmol) was dissolved in pyridine (30 mL), and the reaction solution was cooled to 0° C. Acetyl chloride (11.8 g, 15.0 mmol) was slowly added dropwise, the temperature was then raised to room temperature, and the reaction solution was stirred at room temperature for 3 hours. After the reaction was completed, 1N HCl (30 mL) was added to adjust pH to 3-4, and then the reaction mixture was extracted with EtOAc. The organic extracts were washed with 1N... Starting materials: CCc1cc(-c2cncc(C(=O)O)c2)c(C)[nH]c1=O, NCCc1ccccc1. Product: CCc1cc(-c2cncc(C(=O)NCCc3ccccc3)c2)c(C)[nH]c1=O. Reaction SMILES: [CH2:1]([CH3:2])[c:3]1[cH:4][c:5](-[c:11]2[cH:12][n:13][cH:14][c:15]([C:17](=[O:18])[OH:19])[cH:16]2)[c:6]([CH3:10])[nH:7][c:8]1=[O:9].[CH2:20]([CH2:21][c:22]1[cH:23][cH:24][cH:25][cH:26][cH:27]1)[NH2:28]>>[CH2:1]([CH3:2])[c:3]1[cH:4][c:5](-[c:11]2[cH:12][n:13][cH:14][c:15]([C:17](=[O:19])[NH:28][CH2:20][CH2:21][c:22]3[cH:23][cH:24][cH:25][cH:26][cH:27]3)[cH:16]2)[c:6]([CH3:10])[nH:7][c:8]1=[O:9]. Starting materials: ClC=1C=C(CCl)C=CC1Cl (3,4-dichlorobenzyl chloride), ice, CC(C)(C)[O-].[K+] (potassium tert-butylate), FC(C=1C=C(NC=C(C#N)C#N)C=C(C1)C(F)(F)F)(F)F (3,5-bis-trifluoromethyl-N-(2,2-dicyanovinyl)-aniline). The solvent is CS(=O)C (dimethyl sulphoxide), CS(=O)C (dimethyl sulphoxide). Run at time 4 hour. Yields the product C(#N)C(=CN(C1=CC(=CC(=C1)C(F)(F)F)C(F)(F)F)CC1=CC(=C(C=C1)Cl)Cl)C#N (N-(2,2-dicyanovinyl)-N-(3,4-dichlorobenzyl)-3,5-bis-trifluoromethyl-aniline). RXN SMILES: CC([O-])(C)C.[K+].[F:7][C:8]([F:27])([F:26])[C:9]1[CH:10]=[C:11]([CH:19]=[C:20]([C:22]([F:25])([F:24])[F:23])[CH:21]=1)[NH:12][CH:13]=[C:14]([C:17]#[N:18])[C:15]#[N:16].[Cl:28][C:29]1[CH:30]=[C:31]([CH:34]=[CH:35][C:36]=1[Cl:37])[CH2:32]Cl>CS(C)=O>[C:15]([C:14]([C:17]#[N:18])=[CH:13][N:12]([CH2:32][C:31]1[CH:34]=[CH:35][C:36]([Cl:37])=[C:29]([Cl:28])[CH:30]=1)[C:11]1[CH:10]=[C:9]([C:8]([F:26])([F:27])[F:7])[CH:21]=[C:20]([C:22]([F:25])([F:23])[F:24])[CH:19]=1)#[N:16] |f:0.1|. Procedure: With stirring, 16.8 g of potassium tert-butylate are added by small amounts to a solution of 45.7 g of 3,5-bis-trifluoromethyl-N-(2,2-dicyanovinyl)-aniline in 200 ml of dimethyl sulphoxide. The solution is kept for 4 hours at 40° C. With further stirring, 20.8 ml of 3,4-dichlorobenzyl chloride in 20 ml of dimethyl sulphoxide are added dropwise and the reaction mixture is then stirred for 12 hours at 40° C. The mixture is then poured onto 2 liters of ice and the precipitated product is extracted ...